Dataset: the Open Reaction Database (ORD), a public repository of structured organic reaction records. Task: describe an organic reaction: reactants, conditions, products, and yield The reactants are Cl, CNC(=O)c1c(-c2ccc(F)cc2)sc2ccc(-c3cccc(C(=O)O)c3)cc12, O=C(O)C(F)(F)F, NC1(c2ccccc2)CC1. The product is CNC(=O)c1c(-c2ccc(F)cc2)sc2ccc(-c3cccc(C(=O)NC4(c5ccccc5)CC4)c3)cc12. Reaction SMILES: [ClH:30].[F:1][c:2]1[cH:3][cH:4][c:5](-[c:8]2[c:9]([C:26]([NH:27][CH3:28])=[O:29])[c:10]3[c:11]([s:12]2)[cH:13][cH:14][c:15](-[c:17]2[cH:18][c:19]([C:20](=[O:21])[OH:22])[cH:23][cH:24][cH:25]2)[cH:16]3)[cH:6][cH:7]1.[F:41][C:42]([F:43])([F:44])[C:45]([OH:46])=[O:47].[c:31]1([C:37]2([NH2:40])[CH2:38][CH2:39]2)[cH:32][cH:33][cH:34][cH:35][cH:36]1>>[F:1][c:2]1[cH:3][cH:4][c:5](-[c:8]2[c:9]([C:26]([NH:27][CH3:28])=[O:29])[c:10]3[c:11]([s:12]2)[cH:13][cH:14][c:15](-[c:17]2[cH:18][c:19]([C:20](=[O:21])[NH:40][C:37]4([c:31]5[cH:32][cH:33][cH:34][cH:35][cH:36]5)[CH2:38][CH2:39]4)[cH:23][cH:24][cH:25]2)[cH:16]3)[cH:6][cH:7]1. The reactants are O=C([O-])O, O=c1c2cccc([N+](=O)[O-])c2ccn1Cc1ccccc1, CCO, [Na+], O, O, O, Cl[Sn]Cl. Yields the product Nc1cccc2c(=O)n(Cc3ccccc3)ccc12. Reaction SMILES: [C:27](=[O:28])([OH:29])[O-:30].[CH2:6]([c:7]1[cH:8][cH:9][cH:10][cH:11][cH:12]1)[n:13]1[c:14](=[O:26])[c:15]2[cH:16][cH:17][cH:18][c:19]([N+:23]([O-:24])=[O:25])[c:20]2[cH:21][cH:22]1.[CH3:32][CH2:33][OH:34].[Na+:31].[OH2:1].[OH2:2].[OH2:35].[Sn:3]([Cl:4])[Cl:5]>>[CH2:6]([c:7]1[cH:8][cH:9][cH:10][cH:11][cH:12]1)[n:13]1[c:14](=[O:26])[c:15]2[cH:16][cH:17][cH:18][c:19]([NH2:23])[c:20]2[cH:21][cH:22]1. Reactants: ClC=1C=C(NC=2C3=C(N=CN2)NC(=C3)C3=CC=C(C=C3)C(=O)OCC)C=CC1 (4-(3-chloroanilino)-6-(4-ethoxycarbonylphenyl)-7H-pyrrolo[2,3-d]pyrimidine), S(=O)(=O)([O-])[O-].[Na+].[Na+] (sodium sulfate), [H-].[Al+3].[Li+].[H-].[H-].[H-] (lithium aluminum hydride), [OH-].[Na+] (sodium hydroxide). Run in C1CCOC1 (THF), O (water), O (water). The product is ClC=1C=C(NC=2C3=C(N=CN2)NC(=C3)C3=CC=C(C=C3)CO)C=CC1 (4-(3-Chloroanilino)-6-(4-hydroxymethlyphenyl)-7H-pyrrolo[2,3-d]pyrimidine). As a reaction SMILES: [Cl:1][C:2]1[CH:3]=[C:4]([CH:26]=[CH:27][CH:28]=1)[NH:5][C:6]1[C:7]2[CH:14]=[C:13]([C:15]3[CH:20]=[CH:19][C:18]([C:21](OCC)=[O:22])=[CH:17][CH:16]=3)[NH:12][C:8]=2[N:9]=[CH:10][N:11]=1.[H-].[Al+3].[Li+].[H-].[H-].[H-].[OH-].[Na+].S([O-])([O-])(=O)=O.[Na+].[Na+]>C1COCC1.O>[Cl:1][C:2]1[CH:3]=[C:4]([CH:26]=[CH:27][CH:28]=1)[NH:5][C:6]1[C:7]2[CH:14]=[C:13]([C:15]3[CH:20]=[CH:19][C:18]([CH2:21][OH:22])=[CH:17][CH:16]=3)[NH:12][C:8]=2[N:9]=[CH:10][N:11]=1 |f:1.2.3.4.5.6,7.8,9.10.11|. Procedure: 3.53 g (9.0 mmol) of 4-(3-chloroanilino)-6-(4-ethoxycarbonylphenyl)-7H-pyrrolo[2,3-d]pyrimidine are suspended in 150 ml of THF. At 54° C., a total of 0.845 g (21.6 mmol) of lithium aluminum hydride are introduced in the course of 5 h. For working up, 1 ml of water, 2 ml of 1N sodium hydroxide solution and 1 ml of water, followed by 10 g of sodium sulfate, are added successively. The solid is filtered off and the filtrate is concentrated. The residue obtained is washed with methanol and diethyl e...